describe an organic reaction: reactants, conditions, products, and yield From a dataset of the Open Reaction Database (ORD), a public repository of structured organic reaction records. Starting materials: C1CCOC1, CCN, COC(=O)c1c(Cl)cc(Br)cc1CBr, Cc1ccccc1, CCCCCC, CCOC(C)=O, [K+], [K+], O=C([O-])[O-]. As a reaction SMILES: [CH2:15]1[O:16][CH2:17][CH2:18][CH2:19]1.[CH2:20]([CH3:21])[NH2:22].[CH3:1][O:2][C:3]([c:4]1[c:5]([CH2:12][Br:13])[cH:6][c:7]([Br:11])[cH:8][c:9]1[Cl:10])=[O:14].[CH3:29][c:30]1[cH:31][cH:32][cH:33][cH:34][cH:35]1.[CH3:36][CH2:37][CH2:38][CH2:39][CH2:40][CH3:41].[CH3:42][CH2:43][O:44][C:45](=[O:46])[CH3:47].[K+:23].[K+:24].[O-:25][C:26]([O-:27])=[O:28]>>[C:3]1(=[O:14])[c:4]2[c:5]([cH:6][c:7]([Br:11])[cH:8][c:9]2[Cl:10])[CH2:12][N:22]1[CH2:20][CH3:21]. The product is CCN1Cc2cc(Br)cc(Cl)c2C1=O. The reactants are N[C@H]1CNCC1 ((3R)-3-Aminopyrrolidine), [Cl-].[K+].[Pt+2].[Cl-].[Cl-] (platinum (II) potassium chloride). Run in O (water). Reaction conditions: time 20 hour. Product: [Pt+2].Cl[C@H]1N(CC[C@H]1N)Cl (cis-dichloro-(3R)-3-aminopyrrolidine platinum (II)). Yield: 78.7%. As a reaction SMILES: [NH2:1][C@@H:2]1[CH2:6][CH2:5][NH:4][CH2:3]1.[Cl-:7].[K+].[Pt+2:9].[Cl-:10].[Cl-]>O>[Pt+2:9].[Cl:7][C@@H:3]1[C@H:2]([NH2:1])[CH2:6][CH2:5][N:4]1[Cl:10] |f:1.2.3.4.5,7.8|. Procedure: (3R)-3-Aminopyrrolidine (400 mg) prepared in Reference Example 1-(3) is dissolved in water (200 ml) and thereto is added platinum (II) potassium chloride (2.0 g), and the mixture is stirred at room temperature for 20 hours. The precipitated solid is removed by filtration, and the filtrate is concentrated under reduced pressure. To the residue is added water (3 ml), and the resulting crystals are separated by filtration and washed with water and acetone to give cis-dichloro-(3R)-3-aminopyrrolidin... Starting materials: C(C)(C)(C)OC(NC1=C(C=CC(=C1)N)F)=O (tert-butyl(5-amino-2-fluorophenyl)carbamate), ClN1C(CCC1=O)=O (1-chloropyrrolidine-2,5-dione), C(O)([O-])=O.[Na+] (sodium hydrogen carbonate). Solvent: CN(C=O)C (N,N-dimethylformamide). Reaction conditions: time 3 hour. The product is C(C)(C)(C)OC(NC1=C(C=C(C(=C1)N)Cl)F)=O (tert-butyl(5-amino-4-chloro-2-fluorophenyl)carbamate). Isolated yield 79.5%. As a reaction SMILES: [C:1]([O:5][C:6](=[O:16])[NH:7][C:8]1[CH:13]=[C:12]([NH2:14])[CH:11]=[CH:10][C:9]=1[F:15])([CH3:4])([CH3:3])[CH3:2].[Cl:17]N1C(=O)CCC1=O.C(=O)([O-])O.[Na+]>CN(C)C=O>[C:1]([O:5][C:6](=[O:16])[NH:7][C:8]1[CH:13]=[C:12]([NH2:14])[C:11]([Cl:17])=[CH:10][C:9]=1[F:15])([CH3:4])([CH3:2])[CH3:3] |f:2.3|. Reported procedure: To a solution of tert-butyl(5-amino-2-fluorophenyl)carbamate (795 mg, 3.51 mmol) produced in Example D17(i) in N,N-dimethylformamide (15 mL) was added 1-chloropyrrolidine-2,5-dione (493 mg, 3.69 mmol), and the mixture was stirred at room temperature for 3 hr. To the reaction mixture was added saturated aqueous sodium hydrogen carbonate solution (50 mL), and the mixture was extracted with ethyl acetate (50 mL, 15 mL). The combined organic layer was washed with saturated brine (10 mL), and dried o... The reactants are COC(CCCCCCCCN1CCC(CC1)OC(NC1=C(C=CC=C1)C1=CC=CC=C1)=O)OC (biphenyl-2-ylcarbamic acid 1-(9,9-dimethoxynonyl)piperidin-4-yl ester), C(C)#N (acetonitrile), Cl (hydrochloric acid). Run in ClCCl (dichloromethane). Conditions: time 1 hour. Yields the product O=CCCCCCCCCN1CCC(CC1)OC(NC1=C(C=CC=C1)C1=CC=CC=C1)=O (Biphenyl-2-ylcarbamic Acid 1-(9-Oxononyl)piperidin-4-yl Ester). The yield is 98.0%. RXN SMILES: C[O:2][CH:3](OC)[CH2:4][CH2:5][CH2:6][CH2:7][CH2:8][CH2:9][CH2:10][CH2:11][N:12]1[CH2:17][CH2:16][CH:15]([O:18][C:19](=[O:33])[NH:20][C:21]2[CH:26]=[CH:25][CH:24]=[CH:23][C:22]=2[C:27]2[CH:32]=[CH:31][CH:30]=[CH:29][CH:28]=2)[CH2:14][CH2:13]1.C(#N)C.Cl>ClCCl>[O:2]=[CH:3][CH2:4][CH2:5][CH2:6][CH2:7][CH2:8][CH2:9][CH2:10][CH2:11][N:12]1[CH2:17][CH2:16][CH:15]([O:18][C:19](=[O:33])[NH:20][C:21]2[CH:26]=[CH:25][CH:24]=[CH:23][C:22]=2[C:27]2[CH:32]=[CH:31][CH:30]=[CH:29][CH:28]=2)[CH2:14][CH2:13]1. Procedure details: To a 500 mL round-bottomed flask with a magnetic stirrer was added biphenyl-2-ylcarbamic acid 1-(9,9-dimethoxynonyl)piperidin-4-yl ester (7.7 g, 15.9 mmol) and then acetonitrile (70 mL) and aqueous 1M hydrochloric acid (70 mL). The resulting mixture was stirred at room temperature for 1 h and then dichloromethane (200 mL) was added. This mixture was stirred for 15 min. and then the layers were separated. The organic layer was dried (MgSO4), filtered and concentrated under reduced pressure to aff... The reactants are CCO, CCOC(=O)C(C)(C)Oc1ccc(CCNC(C)C(O)c2ccc(O)cc2)c(Cl)c1, Cl, [Na+], [OH-]. The product is CC(NCCc1ccc(OC(C)(C)C(=O)O)cc1Cl)C(O)c1ccc(O)cc1. RXN SMILES: [CH3:34][CH2:35][OH:36].[Cl:1][c:2]1[cH:3][c:4]([O:5][C:6]([C:7](=[O:8])[O:9][CH2:10][CH3:11])([CH3:12])[CH3:13])[cH:14][cH:15][c:16]1[CH2:17][CH2:18][NH:19][CH:20]([CH:21]([c:22]1[cH:23][cH:24][c:25]([OH:28])[cH:26][cH:27]1)[OH:29])[CH3:30].[ClH:33].[Na+:32].[OH-:31]>>[Cl:1][c:2]1[cH:3][c:4]([O:5][C:6]([C:7](=[O:8])[OH:9])([CH3:12])[CH3:13])[cH:14][cH:15][c:16]1[CH2:17][CH2:18][NH:19][CH:20]([CH:21]([c:22]1[cH:23][cH:24][c:25]([OH:28])[cH:26][cH:27]1)[OH:29])[CH3:30]. Starting materials: Nc1ccc(Br)cc1, CCOCC, C#CC(C)(C)Cl, Cl[Cu], [Cu], O. Yields the product C#CC(C)(C)Nc1ccc(Br)cc1. As a reaction SMILES: [Br:1][c:2]1[cH:3][cH:4][c:5]([NH2:8])[cH:6][cH:7]1.[CH3:19][CH2:20][O:21][CH2:22][CH3:23].[Cl:10][C:11]([C:12]#[CH:13])([CH3:14])[CH3:15].[Cl:17][Cu:18].[Cu:16].[OH2:9]>>[Br:1][c:2]1[cH:3][cH:4][c:5]([NH:8][C:11]([C:12]#[CH:13])([CH3:14])[CH3:15])[cH:6][cH:7]1. Starting materials: ClC(=O)OC1=CC=CC=C1 (Phenyl chloroformate), Br.BrC1=CN=C(S1)N (5-bromo-thiazol-2-ylamine hydrobromide). Run in N1=CC=CC=C1 (pyridine). Run at time 3 hour. Product: BrC1=CN=C(S1)N(C(=O)OC1=CC=CC=C1)C(=O)OC1=CC=CC=C1 (diphenyl (5-bromo-1,3-thiazol-2-yl)imidodicarbonate). The yield is 109.7%. Reaction SMILES: Cl[C:2]([O:4][C:5]1[CH:10]=[CH:9][CH:8]=[CH:7][CH:6]=1)=[O:3].Br.[Br:12][C:13]1[S:17][C:16]([NH2:18])=[N:15][CH:14]=1>N1C=CC=CC=1>[Br:12][C:13]1[S:17][C:16]([N:18]([C:2]([O:4][C:5]2[CH:10]=[CH:9][CH:8]=[CH:7][CH:6]=2)=[O:3])[C:2]([O:4][C:5]2[CH:10]=[CH:9][CH:8]=[CH:7][CH:6]=2)=[O:3])=[N:15][CH:14]=1 |f:1.2|. Reported procedure: Phenyl chloroformate (1.4 ml, 11.0 mmol) was slowly added to a suspension of 5-bromo-thiazol-2-ylamine hydrobromide (1.3 g, 5.0 mmol) in 20 ml pyridine under an argon atmosphere. The reaction mixture was stirred for 3 h at room temperature and then concentrated under reduced pressure. The residue was suspended in water and acidified using conc. HCl to yield light brown crystals (2.3 g, 93%), m/e 419.2 (MH+). Reactants: C(C)OC(=O)C1=CC2=C(N(C(=N2)C=2C=C3C(=CC(=NC3=CC2)C2=CC=CC=C2)Cl)C2CCCCC2)C=C1 (2-(4-chloro-2-phenyl-quinolin-6-yl)-1-cyclohexyl-1H-benzoimidazole-5-carboxylic acid ethyl ester), C1(CCCCC1)N1C(=NC2=C1C=CC(=C2)C(=O)O)C=2C=C1C(=CC(=NC1=CC2)C2=CC=CC=C2)N(C)C (1-Cyclohexyl-2-(4-dimethylamino-2-phenyl-quinolin-6-yl)-1H-benzoimidazole-5-carboxylic acid), N1(C=NC=C1)CCCN (3-imidazol-1-yl-propylamine). Yields the product C1(CCCCC1)N1C(=NC2=C1C=CC(=C2)C(=O)O)C=2C=C1C(=CC(=NC1=CC2)C2=CC=CC=C2)NCCCN2C=NC=C2 (1-cyclohexyl-2-[4-(3-imidazol-1-yl-propylamino)-2-phenyl-quinolin-6-yl]-1H-benzoimidazole-5-carboxylic acid). Reaction SMILES: C([O:3][C:4]([C:6]1[CH:37]=[CH:36][C:9]2[N:10]([CH:30]3[CH2:35][CH2:34][CH2:33][CH2:32][CH2:31]3)[C:11]([C:13]3[CH:14]=[C:15]4[C:20](=[CH:21][CH:22]=3)[N:19]=[C:18]([C:23]3[CH:28]=[CH:27][CH:26]=[CH:25][CH:24]=3)[CH:17]=[C:16]4Cl)=[N:12][C:8]=2[CH:7]=1)=[O:5])C.C1(N2C3C=CC(C(O)=O)=CC=3N=C2C2C=C3C(=CC=2)N=C(C2C=CC=CC=2)C=C3N(C)C)CCCCC1.[N:75]1([CH2:80][CH2:81][CH2:82][NH2:83])[CH:79]=[CH:78][N:77]=[CH:76]1>>[CH:30]1([N:10]2[C:9]3[CH:36]=[CH:37][C:6]([C:4]([OH:3])=[O:5])=[CH:7][C:8]=3[N:12]=[C:11]2[C:13]2[CH:14]=[C:15]3[C:20](=[CH:21][CH:22]=2)[N:19]=[C:18]([C:23]2[CH:28]=[CH:27][CH:26]=[CH:25][CH:24]=2)[CH:17]=[C:16]3[NH:83][CH2:82][CH2:81][CH2:80][N:75]2[CH:79]=[CH:78][N:77]=[CH:76]2)[CH2:35][CH2:34][CH2:33][CH2:32][CH2:31]1. Reported procedure: In this reaction 102 mg (0.2 mmol) of crude 2-(4-chloro-2-phenyl-quinolin-6-yl)-1-cyclohexyl-1H-benzoimidazole-5-carboxylic acid ethyl ester were used in the same reaction sequence as that used for Compound 481. The nucleophile used was 3-imidazol-1-yl-propylamine. Yield: 31 mg. The reactants are FC=1C=C(C=CC1)C1=NC=C(C=N1)C(=O)OC (methyl 2-(3-fluorophenyl)pyrimidine-5-carboxylate), O1CCCC1 (tetrahydrofuran), C(C)O (ethanol), Li(OH). The solvent is O (water), O (H2O). Run at time 8 hour. Product: FC=1C=C(C=CC1)C1=NC=C(C=N1)C(=O)O (2-(3-fluorophenyl)pyrimidine-5-carboxylic acid). Yield: 87.5%. Reaction SMILES: [F:1][C:2]1[CH:3]=[C:4]([C:8]2[N:13]=[CH:12][C:11]([C:14]([O:16]C)=[O:15])=[CH:10][N:9]=2)[CH:5]=[CH:6][CH:7]=1.O1CCCC1.C(O)C>O>[F:1][C:2]1[CH:3]=[C:4]([C:8]2[N:9]=[CH:10][C:11]([C:14]([OH:16])=[O:15])=[CH:12][N:13]=2)[CH:5]=[CH:6][CH:7]=1. Procedure details: To a solution of methyl 2-(3-fluorophenyl)pyrimidine-5-carboxylate (45 g, 0.19 ml) in a 1:1 mixture of tetrahydrofuran and ethanol (120 mL) was added Li(OH).H2O (12.2 g, 0.29 mol) dissolved in water (120 mL) and the reaction mixture was stirred at room temperature overnight. The reaction was concentrated under reduced pressure, dissolved in water (500 mL), acidified with 1N aqueous HCl and filtered. The residue was washed with water (100 mL×3) and dried to give 37 g (yield 89.5%) of 2-(3-fluorop... The reactants are C(C)OC(CC#N)=O (cyanoacetic acid ethyl ester), C1(CCCCC1)C(=O)C (cyclohexylmethyl ketone). Product: product, C(C)(=O)[O-].[NH4+] (ammonium acetate), CC1=CC=C(C=O)C=C1 (4-methylbenzaldehyde). As a reaction SMILES: [CH2:1]([O:3][C:4](=[O:8])[CH2:5]C#[N:7])C.[CH:9]1([C:15](C)=[O:16])[CH2:14][CH2:13][CH2:12][CH2:11][CH2:10]1>>[C:4]([O-:8])(=[O:3])[CH3:5].[NH4+:7].[CH3:1][C:12]1[CH:11]=[CH:10][C:9]([CH:15]=[O:16])=[CH:14][CH:13]=1 |f:2.3|. Procedure details: Analogously to Example 1a), 1.4 g of product is obtained from 5.13 g of ammonium acetate, 886 μl of cyanoacetic acid ethyl ester, 1.14 ml of cyclohexylmethyl ketone and 1 g of 4-methylbenzaldehyde.